From a dataset of the Open Reaction Database (ORD), a public repository of structured organic reaction records. describe an organic reaction: reactants, conditions, products, and yield Reaction SMILES: [CH2:28]1[O:29][CH2:30][CH2:31][CH2:32]1.[CH3:1][P:2]([CH3:3])[CH3:4].[N:6](=[N+:7]=[N-:8])[CH2:9][c:10]1[c:11]([F:27])[c:12]([O:17][c:18]2[cH:19][c:20]([C:21]#[N:22])[cH:23][c:24]([Cl:26])[cH:25]2)[c:13]([Br:16])[cH:14][cH:15]1.[OH2:5]>>[NH2:6][CH2:9][c:10]1[c:11]([F:27])[c:12]([O:17][c:18]2[cH:19][c:20]([C:21]#[N:22])[cH:23][c:24]([Cl:26])[cH:25]2)[c:13]([Br:16])[cH:14][cH:15]1. The reactants are C1CCOC1, CP(C)C, N#Cc1cc(Cl)cc(Oc2c(Br)ccc(CN=[N+]=[N-])c2F)c1, O. The product is N#Cc1cc(Cl)cc(Oc2c(Br)ccc(CN)c2F)c1.